Dataset: the Open Reaction Database (ORD), a public repository of structured organic reaction records. Task: describe an organic reaction: reactants, conditions, products, and yield Reactants: Cc1nc(-c2cccc(F)c2)ncc1C(=O)O, CC(C)(O)CCc1cn(N)c2ccc(F)cc12, CN(C)C=O. Yields the product Cc1nc(-c2cccc(F)c2)ncc1C(=O)Nn1cc(CCC(C)(C)O)c2cc(F)ccc21. Reaction SMILES: [F:1][c:2]1[cH:3][c:4](-[c:8]2[n:9][cH:10][c:11]([C:15](=[O:16])[OH:17])[c:12]([CH3:14])[n:13]2)[cH:5][cH:6][cH:7]1.[NH2:18][n:19]1[cH:20][c:21]([CH2:29][CH2:30][C:31]([CH3:32])([OH:33])[CH3:34])[c:22]2[cH:23][c:24]([F:28])[cH:25][cH:26][c:27]12.[O:35]=[CH:36][N:37]([CH3:38])[CH3:39]>>[F:1][c:2]1[cH:3][c:4](-[c:8]2[n:9][cH:10][c:11]([C:15](=[O:17])[NH:18][n:19]3[cH:20][c:21]([CH2:29][CH2:30][C:31]([CH3:32])([OH:33])[CH3:34])[c:22]4[cH:23][c:24]([F:28])[cH:25][cH:26][c:27]34)[c:12]([CH3:14])[n:13]2)[cH:5][cH:6][cH:7]1. The reactants are [H-].[Al+3].[Li+].[H-].[H-].[H-] (lithium aluminium hydride), [H-].[Al+3].[Li+].[H-].[H-].[H-] (lithium aluminium hydride), Br (hydrobromide), CN(C=O)C (dimethyl formamide), C1C(NC(CC2=C1C1=C(SC3=C2C=CC=C3)C=CC=C1)=O)=O (1,5-dihydro-2H-dibenzo[2,3:6,7]thiepino[4,5-d]azepine-2,4(3H)-dione). The solvent is O1CCCC1 (tetrahydrofuran), C(C)(=O)OCC (ethyl acetate), C(C)OCC (diethyl ether), C(C)OCC (diethyl ether), O (water), O (water), O (water). Run at temperature 5 celsius. The product is C1C(NCCC2=C1C1=C(SC3=C2C=CC=C3)C=CC=C1)=O (1,3,4,5-tetrahydro-2H-dibenzo[2,3:6,7]thiepino[4,5-d]azepin-2-one). Reaction SMILES: Br.CN(C)C=O.[CH2:7]1[C:13]2[C:14]3[CH:26]=[CH:25][CH:24]=[CH:23][C:15]=3[S:16][C:17]3[CH:22]=[CH:21][CH:20]=[CH:19][C:18]=3[C:12]=2[CH2:11][C:10](=[O:27])[NH:9][C:8]1=O.[H-].[Al+3].[Li+].[H-].[H-].[H-]>O.C(OCC)(=O)C.O1CCCC1.C(OCC)C>[CH2:11]1[C:12]2[C:18]3[CH:19]=[CH:20][CH:21]=[CH:22][C:17]=3[S:16][C:15]3[CH:23]=[CH:24][CH:25]=[CH:26][C:14]=3[C:13]=2[CH2:7][CH2:8][NH:9][C:10]1=[O:27] |f:3.4.5.6.7.8|. Reported procedure: With stirring, 90 g (0.2 mole) of the above hydrobromide, 1.5 liters of dimethyl formamide and 1.3 liters of water are refluxed for 2 hours in a nitrogen atmosphere. The reaction mixture is then diluted with 800 ml of water at 90°-100° C. and then cooled with ice cooling to 5° C., when 1,5-dibenzo-2H-dibenzo[2,3:6,7]thiepino[4,5-d]azepine-2,4(3H)-dione crystallises out. The crystals are collected with suction and well washed with water and acetone. After drying at 100° C. under reduced pressure,...